This data is from the Open Reaction Database (ORD), a public repository of structured organic reaction records. The task is: describe an organic reaction: reactants, conditions, products, and yield The reactants are FC(C1=CC=C(C=C1)/C=C/C(=O)OCC(COC(\C=C\C1=CC=C(C=C1)C(OC1=CC=C(C=C1)OCCCC(F)(F)F)(F)F)=O)(CC1=CC=C(C=C1)[N+](=O)[O-])CC1=CC=C(C=C1)[N+](=O)[O-])(OC1=CC=C(C=C1)OCCCC(F)(F)F)F (2,2-bis(4-nitrobenzyl)-3-{[(2E)-3-(4-{difluoro[4-(4,4,4-trifluorobutoxy)phenoxy]methyl}phenyl)prop-2-enoyl]oxy}propyl (2E)-3-(4-{difluoro[4-(4,4,4-trifluorobutoxy)phenoxy]methyl}phenyl)prop-2-enoate), ferric chloride hexahydrate. Reagents/catalysts: [Zn] (zinc). The solvent is CN(C=O)C (N,N-dimethylformamide), O (water). The product is FC(C1=CC=C(C=C1)/C=C/C(=O)OCC(COC(\C=C\C1=CC=C(C=C1)C(OC1=CC=C(C=C1)OCCCC(F)(F)F)(F)F)=O)(CC1=CC=C(C=C1)N)CC1=CC=C(C=C1)N)(OC1=CC=C(C=C1)OCCCC(F)(F)F)F (2,2-bis(4-aminobenzyl)-3-{[(2E)-3-(4-{difluoro[4-(4,4,4-trifluorobutoxy)phenoxy]methyl}phenyl)prop-2-enoyl]oxy}propyl (2E)-3-(4-{difluoro[4-(4,4,4-trifluorobutoxy)phenoxy]methyl}phenyl)prop-2-enoate). Yield: 87.4%. Reaction SMILES: [F:1][C:2]([F:81])([O:66][C:67]1[CH:72]=[CH:71][C:70]([O:73][CH2:74][CH2:75][CH2:76][C:77]([F:80])([F:79])[F:78])=[CH:69][CH:68]=1)[C:3]1[CH:8]=[CH:7][C:6](/[CH:9]=[CH:10]/[C:11]([O:13][CH2:14][C:15]([CH2:56][C:57]2[CH:62]=[CH:61][C:60]([N+:63]([O-])=O)=[CH:59][CH:58]=2)([CH2:46][C:47]2[CH:52]=[CH:51][C:50]([N+:53]([O-])=O)=[CH:49][CH:48]=2)[CH2:16][O:17][C:18](=[O:45])/[CH:19]=[CH:20]/[C:21]2[CH:26]=[CH:25][C:24]([C:27]([F:44])([F:43])[O:28][C:29]3[CH:34]=[CH:33][C:32]([O:35][CH2:36][CH2:37][CH2:38][C:39]([F:42])([F:41])[F:40])=[CH:31][CH:30]=3)=[CH:23][CH:22]=2)=[O:12])=[CH:5][CH:4]=1>CN(C)C=O.O.[Zn]>[F:1][C:2]([F:81])([O:66][C:67]1[CH:72]=[CH:71][C:70]([O:73][CH2:74][CH2:75][CH2:76][C:77]([F:79])([F:80])[F:78])=[CH:69][CH:68]=1)[C:3]1[CH:4]=[CH:5][C:6](/[CH:9]=[CH:10]/[C:11]([O:13][CH2:14][C:15]([CH2:46][C:47]2[CH:48]=[CH:49][C:50]([NH2:53])=[CH:51][CH:52]=2)([CH2:56][C:57]2[CH:62]=[CH:61][C:60]([NH2:63])=[CH:59][CH:58]=2)[CH2:16][O:17][C:18](=[O:45])/[CH:19]=[CH:20]/[C:21]2[CH:26]=[CH:25][C:24]([C:27]([F:43])([F:44])[O:28][C:29]3[CH:30]=[CH:31][C:32]([O:35][CH2:36][CH2:37][CH2:38][C:39]([F:40])([F:41])[F:42])=[CH:33][CH:34]=3)=[CH:23][CH:22]=2)=[O:12])=[CH:7][CH:8]=1. Reported procedure: 9.57 g (8.38 mmol) of 2,2-bis(4-nitrobenzyl)-3-{[(2E)-3-(4-{difluoro[4-(4,4,4-trifluorobutoxy)phenoxy]methyl}phenyl)prop-2-enoyl]oxy}propyl (2E)-3-(4-{difluoro[4-(4,4,4-trifluorobutoxy)phenoxy]methyl}phenyl)prop-2-enoate are dissolved in a mixture of 54 mL of N,N-dimethylformamide and 6 mL water. 13.9 g (51.4 mmol) ferric chloride hexahydrate are added. 5.60 g (85.7 mmol) zinc powder is added portion wise within 60 minutes. The mixture is allowed to react for 2 hours. The reaction mixture is par... The reactants are Cl (hydrochloric acid), ClCCCC(C(=O)NNC(=O)OC(C)(C)C)C1=CC=C(C=C1)N(C)C (tert-butyl N′-[5-chloro-2-(4-dimethylaminophenyl)pentanoyl]hydrazinecarboxylate). Run in C(C)(=O)OCC (ethyl acetate). Run at time 4 hour. The product is Cl.ClCCCC(C(=O)NN)C1=CC=C(C=C1)N(C)C (5-chloro-2-(4-dimethylaminophenyl)pentanoic acid hydrazide hydrochloride). RXN SMILES: Cl.[Cl:2][CH2:3][CH2:4][CH2:5][CH:6]([C:18]1[CH:23]=[CH:22][C:21]([N:24]([CH3:26])[CH3:25])=[CH:20][CH:19]=1)[C:7]([NH:9][NH:10]C(OC(C)(C)C)=O)=[O:8]>C(OCC)(=O)C>[ClH:2].[Cl:2][CH2:3][CH2:4][CH2:5][CH:6]([C:18]1[CH:19]=[CH:20][C:21]([N:24]([CH3:26])[CH3:25])=[CH:22][CH:23]=1)[C:7]([NH:9][NH2:10])=[O:8] |f:3.4|. Procedure details: A solution of 4 N hydrochloric acid in ethyl acetate (2.64 mL) was added to tert-butyl N′-[5-chloro-2-(4-dimethylaminophenyl)pentanoyl]hydrazinecarboxylate (106.9 mg), and the reaction solution was stirred at room temperature for four hours. The reaction solution was concentrated under reduced pressure to obtain 5-chloro-2-(4-dimethylaminophenyl)pentanoic acid hydrazide hydrochloride. A solution of ethyl(E)-3-[3-methoxy-4-(4-methyl-1H-imidazol-1-yl)phenyl]acrylimidate hydrochloride (77.6 mg) and... Isolated yield 92.0%. Run in O (H2O). Reaction SMILES: [NH2:1][C:2]1[C:7]([CH:8]=O)=[C:6]([Cl:10])[N:5]=[CH:4][N:3]=1.Cl.[CH3:12][O:13][NH2:14].C(O)(=O)C>O>[CH3:12][O:13][N:14]=[CH:8][C:7]1[C:2]([NH2:1])=[N:3][CH:4]=[N:5][C:6]=1[Cl:10] |f:1.2|. Reactants: NC1=NC=NC(=C1C=O)Cl (4-amino-6-chloro-pyrimidine-5-carbaldehyde), 1a, Cl.CON (O-methyl-hydroxylamine hydrochloride), C(C)(=O)O (acetic acid). Procedure details: 4-amino-6-chloro-pyrimidine-5-carbaldehyde Compound 1a (1.0 g), O-methyl-hydroxylamine hydrochloride (0.94 g) and a mixed solvent of acetic acid (25 mL) and H2O (4 mL) were added to a flask. The mixture was stirred at rt overnight, then concentrated. The residue was suspended in H2O and extracted with EtOAc. The organic layer was separated, dried with MgSO4, then concentrated to afford 4-amino-6-chloro-pyrimidine-5-carbaldehyde O-methyl-oxime Compound 9a (0.97 g, 92%). 1H NMR (300 MHz, DMSO-d6) ... Run at time 8 hour. Yields the product CON=CC=1C(=NC=NC1Cl)N (4-amino-6-chloro-pyrimidine-5-carbaldehyde O-methyl-oxime), 9a. The reactants are COC(C(=CC(N(C)CC1=CC=C(C=C1)F)=O)O)=O (3-[(4-Fluoro-benzyl)-methyl-carbamoyl]-2-hydroxy-acrylic acid methyl ester), C=O (paraformaldehyde), FC1=C(C=CC=C1)CCN (2-(2-fluoro-phenyl)-ethylamine), FC1=CC=C(CN(C(=O)C=2CN(C(C2O)=O)C)C)C=C1 (4-Hydroxy-1-methyl-5-oxo-2,5-dihydro-1H-pyrrole-3-carboxylic acid (4-fluoro-benzyl)-methyl amide). The product is FC1=CC=C(CN(C(=O)C=2CN(C(C2O)=O)CCC2=C(C=CC=C2)F)C)C=C1 (1-[2-(2-Fluoro-phenyl)-ethyl]-4-hydroxy-5-oxo-2,5-dihydro-1H-pyrrole-3-carboxylic acid (4-fluoro-benzyl)-methyl-amide). RXN SMILES: COC(=O)C(O)=CC(=O)N(CC1C=CC(F)=CC=1)C.C=O.[F:22][C:23]1[CH:28]=[CH:27][CH:26]=[CH:25][C:24]=1[CH2:29][CH2:30][NH2:31].[F:32][C:33]1[CH:51]=[CH:50][C:36]([CH2:37][N:38]([CH3:49])[C:39]([C:41]2[CH2:42]N(C)[C:44](=[O:47])[C:45]=2[OH:46])=[O:40])=[CH:35][CH:34]=1>>[F:32][C:33]1[CH:51]=[CH:50][C:36]([CH2:37][N:38]([CH3:49])[C:39]([C:41]2[CH2:42][N:31]([CH2:30][CH2:29][C:24]3[CH:25]=[CH:26][CH:27]=[CH:28][C:23]=3[F:22])[C:44](=[O:47])[C:45]=2[OH:46])=[O:40])=[CH:35][CH:34]=1. Procedure: 3-[(4-Fluoro-benzyl)-methyl-carbamoyl]-2-hydroxy-acrylic acid methyl ester (Compound 1-D) was treated with paraformaldehyde and 2-(2-fluoro-phenyl)-ethylamine as described in the preparation of Compound 1. HRMS (M+H) calcd for C21H21N2F2O3: 387.1520. found: 387.1525. 1H NMR (500 MHz, CDCl3) δ: 2.96 (overlapping m, 5), 3.75 (t, 2, J=7), 4.02 (s, 2), 4.58 (s, 2), 6.98–7.22 (overlapping m, 8). 13C NMR (125 MHz, CDCl3) δ: 28.13, 28.14, 34.55, 43.38, 49.34, 51.52, 109.53, 115.31, 115.48, 115.68, 115....